Dataset: the Open Reaction Database (ORD), a public repository of structured organic reaction records. Task: describe an organic reaction: reactants, conditions, products, and yield Starting materials: O=C1NC(=O)c2ccccc21, C[N+](C)(C)Cc1ccccc1, ClCC1CO1, [Cl-], [K], CN(C)C=O. The product is O=C1NC(=O)c2c(CC3CO3)cccc21. Reaction SMILES: [C:1]1(=[O:11])[c:2]2[c:3]([cH:7][cH:8][cH:9][cH:10]2)[C:4](=[O:6])[NH:5]1.[CH2:19]([N+:20]([CH3:21])([CH3:22])[CH3:23])[c:24]1[cH:25][cH:26][cH:27][cH:28][cH:29]1.[CH:13]1([CH2:14][Cl:15])[CH2:16][O:17]1.[Cl-:18].[K:12].[O:30]=[CH:31][N:32]([CH3:33])[CH3:34]>>[C:1]1(=[O:11])[c:2]2[c:3]([cH:7][cH:8][cH:9][c:10]2[CH2:14][CH:13]2[CH2:16][O:17]2)[C:4](=[O:6])[NH:5]1. The reactants are Cc1cccc2c1C(=O)NS2(=O)=O, CC(=O)O, [Cl-], COC(=O)c1c(N)cccc1Cl, Cl, O=N[O-], [NH4+], [Na+], O=S=O, [OH-], O, O, O, O=S(=O)(Cl)Cl. Yields the product O=C1NS(=O)(=O)c2cccc(Cl)c21. Reaction SMILES: [CH3:1][c:2]1[c:3]2[c:9]([cH:10][cH:11][cH:12]1)[S:6](=[O:7])(=[O:8])[NH:5][C:4]2=[O:13].[CH3:43][C:44](=[O:45])[OH:46].[Cl-:32].[Cl:14][c:15]1[cH:16][cH:17][cH:18][c:19]([NH2:20])[c:21]1[C:22]([O:23][CH3:24])=[O:25].[ClH:47].[N:26]([O-:27])=[O:28].[NH4+:41].[Na+:29].[O:33]=[S:34]=[O:35].[OH-:42].[OH2:30].[OH2:31].[OH2:48].[S:36]([Cl:37])([Cl:38])(=[O:39])=[O:40]>>[c:2]1([Cl:14])[c:3]2[c:9]([cH:10][cH:11][cH:12]1)[S:6](=[O:7])(=[O:8])[NH:5][C:4]2=[O:13]. The reactants are C, O=C(Nc1ccccc1)C1CCCN1C(=O)OCc1ccccc1, CO, [Pd]. Yields the product O=C(Nc1ccccc1)C1CCCN1. RXN SMILES: [C:27].[CH2:1]([O:2][C:3](=[O:4])[N:11]1[CH:12]([C:16](=[O:17])[NH:18][c:19]2[cH:20][cH:21][cH:22][cH:23][cH:24]2)[CH2:13][CH2:14][CH2:15]1)[c:5]1[cH:6][cH:7][cH:8][cH:9][cH:10]1.[CH3:25][OH:26].[Pd:28]>>[NH:11]1[CH:12]([C:16](=[O:17])[NH:18][c:19]2[cH:20][cH:21][cH:22][cH:23][cH:24]2)[CH2:13][CH2:14][CH2:15]1. Reactants: ClC1=CC=C(C=N1)NC(C1=C(C=CC=C1)[N+](=O)[O-])=O (N-(6-chloropyridin-3-yl)-2-nitrobenzamide), [BH4-].[Na+] (Sodium borohydride). Reagents/catalysts: O.O.O.O.C(C)(=O)[O-].[Ni+2].C(C)(=O)[O-] (nickel acetate tetrahydrate). Run in CO (methanol), O1CCCC1 (tetrahydrofuran). The product is ClC1=CC=C(C=N1)NC(C1=C(C=CC=C1)N)=O (N-(6-Chloropyridin-3-yl)-2-aminobenzamide). The yield is 45.6%. RXN SMILES: [Cl:1][C:2]1[N:7]=[CH:6][C:5]([NH:8][C:9](=[O:19])[C:10]2[CH:15]=[CH:14][CH:13]=[CH:12][C:11]=2[N+:16]([O-])=O)=[CH:4][CH:3]=1.[BH4-].[Na+]>CO.O1CCCC1.O.O.O.O.C([O-])(=O)C.[Ni+2].C([O-])(=O)C>[Cl:1][C:2]1[N:7]=[CH:6][C:5]([NH:8][C:9](=[O:19])[C:10]2[CH:15]=[CH:14][CH:13]=[CH:12][C:11]=2[NH2:16])=[CH:4][CH:3]=1 |f:1.2,5.6.7.8.9.10.11|. Procedure: To a stirred solution of N-(6-chloropyridin-3-yl)-2-nitrobenzamide (0.6 g, 2.15 mmol) in methanol (150 mL) and tetrahydrofuran (75 mL) was added nickel acetate tetrahydrate (1.07 g, 4.3 mmol). Sodium borohydride (0.326 g, 8.61 mmol) was then added in small portions. After gas evolution had ceased, the solvent was removed in vacuo. The residue was partitioned between ethyl acetate and concentrated ammonium hydroxide, and the layers separated. The organic phase was washed with concentrated ammoniu... The reactants are C(C)(C)(C)OC(=O)N1[C@H]([C@@H](C[C@H]1C=O)C(C)C)C1=CC(=C(C=C1)OC)OCCCOC ((2R,3S,5S)-5-Formyl-3-isopropyl-2-[4-methoxy-3-(3 methoxy-propoxy)-phenyl]pyrrolidine-1-carboxylic acid tert-butyl ester), Grignard reagent, ClC[C@H](COCC1=CC=CC=C1)C(C)C (((S)-2-chloromethyl-3-methyl-butoxymethyl)-benzene), [Mg] (magnesium), BrCCBr (1,2-dibromoethane), [Mg] (magnesium). The solvent is O1CCCC1 (tetrahydrofuran), O1CCCC1 (tetrahydrofuran). Run at time 1 hour. The product is C(C)(C)(C)OC(=O)N1[C@H]([C@@H](C[C@H]1[C@H](C[C@@H](C(C)C)COCC1=CC=CC=C1)O)C(C)C)C1=CC(=C(C=C1)OC)OCCCOC ((2R,3S,5S)-5-((1S,3S)-3-Benzyloxymethyl-1-hydroxy-4-methyl-pentyl)-3-isopropyl-2-[4-methoxy-3-(3 methoxy-propoxy)-phenyl]pyrrolidine-1-carboxylic acid tert-butyl ester). Isolated yield 109.5%. As a reaction SMILES: [C:1]([O:5][C:6]([N:8]1[C@H:12]([CH:13]=[O:14])[CH2:11][C@@H:10]([CH:15]([CH3:17])[CH3:16])[C@@H:9]1[C:18]1[CH:23]=[CH:22][C:21]([O:24][CH3:25])=[C:20]([O:26][CH2:27][CH2:28][CH2:29][O:30][CH3:31])[CH:19]=1)=[O:7])([CH3:4])([CH3:3])[CH3:2].Cl[CH2:33][C@@H:34]([CH:44]([CH3:46])[CH3:45])[CH2:35][O:36][CH2:37][C:38]1[CH:43]=[CH:42][CH:41]=[CH:40][CH:39]=1.[Mg].BrCCBr>O1CCCC1>[C:1]([O:5][C:6]([N:8]1[C@H:12]([C@@H:13]([OH:14])[CH2:33][C@H:34]([CH2:35][O:36][CH2:37][C:38]2[CH:43]=[CH:42][CH:41]=[CH:40][CH:39]=2)[CH:44]([CH3:45])[CH3:46])[CH2:11][C@@H:10]([CH:15]([CH3:17])[CH3:16])[C@@H:9]1[C:18]1[CH:23]=[CH:22][C:21]([O:24][CH3:25])=[C:20]([O:26][CH2:27][CH2:28][CH2:29][O:30][CH3:31])[CH:19]=1)=[O:7])([CH3:4])([CH3:3])[CH3:2]. Reported procedure: Alternatively, A solution of 27 g of aldehyde 7 in 30 mL of tetrahydrofuran is added to a room-temperature solution of the Grignard reagent prepared by refluxing 20 g of ((S)-2-chloromethyl-3-methyl-butoxymethyl)-benzene with 3.2 g of magnesium in 120 mL of tetrahydrofuran containing 1.3 g of 1,2-dibromoethane for 4 h. The reaction is stirred for 1 h at room temperature, then 100 mL of 2 N sulfuric add is added. The mixture is stirred until the excess magnesium has dissolved, then the phases are... Starting materials: CCN=C=NCCCN(C)C, Cc1n[nH]c2ccc(Nc3ncnc4[nH]c(C5=CCNCC5)cc34)cc12, CCN(C(C)C)C(C)C, Cl, Cl, Cl, Cl, O=C(O)CCN1CCCCC1, [Na+], O=C([O-])O, CN(C)C=O, On1nnc2ccccc21. Product: Cc1n[nH]c2ccc(Nc3ncnc4[nH]c(C5=CCN(C(=O)CCN6CCCCC6)CC5)cc34)cc12. As a reaction SMILES: [CH3:42][N:43]([CH3:44])[CH2:45][CH2:46][CH2:47][N:48]=[C:49]=[N:50][CH2:51][CH3:52].[CH3:4][c:5]1[n:6][nH:7][c:8]2[cH:9][cH:10][c:11]([NH:14][c:15]3[c:16]4[c:17]([n:18][cH:19][n:20]3)[nH:21][c:22]([C:24]3=[CH:29][CH2:28][NH:27][CH2:26][CH2:25]3)[cH:23]4)[cH:12][c:13]12.[CH:63]([N:64]([CH2:65][CH3:66])[CH:67]([CH3:68])[CH3:69])([CH3:70])[CH3:71].[ClH:1].[ClH:2].[ClH:3].[ClH:41].[N:30]1([CH2:36][CH2:37][C:38](=[O:39])[OH:40])[CH2:31][CH2:32][CH2:33][CH2:34][CH2:35]1.[Na+:76].[O-:72][C:73]([OH:74])=[O:75].[O:77]=[CH:78][N:79]([CH3:80])[CH3:81].[OH:53][n:54]1[c:55]2[cH:56][cH:57][cH:58][cH:59][c:60]2[n:61][n:62]1>>[CH3:4][c:5]1[n:6][nH:7][c:8]2[cH:9][cH:10][c:11]([NH:14][c:15]3[c:16]4[c:17]([n:18][cH:19][n:20]3)[nH:21][c:22]([C:24]3=[CH:29][CH2:28][N:27]([C:38]([CH2:37][CH2:36][N:30]5[CH2:31][CH2:32][CH2:33][CH2:34][CH2:35]5)=[O:39])[CH2:26][CH2:25]3)[cH:23]4)[cH:12][c:13]12. Starting materials: C1(CC1)CC(C)C1=CC2=C(C3=C(C(O2)=O)SCC3)C(=C1)O (7-(3-cyclopropyl-2-propyl)-1,2-dihydro-9-hydroxy-4-oxo-4H-thieno[2,3-c] [1]benzopyran), C(CCCCC)[Mg]Br (n-hexyl magnesium bromide). Product: C1(CC1)CC(C)C1=CC2=C(C3=C(C(O2)(CCCCCC)CCCCCC)SCC3)C(=C1)O (7-(3-cyclopropyl-2-propyl)-4,4-di(1-hexyl)-1,2-dihydro-9-hydroxy-4H-thieno[2,3-c] [1]benzopyran). Reaction SMILES: [CH:1]1([CH2:4][CH:5]([C:7]2[CH:20]=[C:19]([OH:21])[C:10]3[C:11]4[CH2:18][CH2:17][S:16][C:12]=4[C:13](=O)[O:14][C:9]=3[CH:8]=2)[CH3:6])[CH2:3][CH2:2]1.[CH2:22]([Mg]Br)[CH2:23][CH2:24][CH2:25][CH2:26][CH3:27]>>[CH:1]1([CH2:4][CH:5]([C:7]2[CH:20]=[C:19]([OH:21])[C:10]3[C:11]4[CH2:18][CH2:17][S:16][C:12]=4[C:13]([CH2:3][CH2:2][CH2:1][CH2:4][CH2:5][CH3:6])([CH2:22][CH2:23][CH2:24][CH2:25][CH2:26][CH3:27])[O:14][C:9]=3[CH:8]=2)[CH3:6])[CH2:3][CH2:2]1. Reported procedure: By reacting 7-(3-cyclopropyl-2-propyl)-1,2-dihydro-9-hydroxy-4-oxo-4H-thieno[2,3-c] [1]benzopyran with n-hexyl magnesium bromide, using the procedure described above in Example 8, there is obtained 7-(3-cyclopropyl-2-propyl)-4,4-di(1-hexyl)-1,2-dihydro-9-hydroxy-4H-thieno[2,3-c] [1]benzopyran. The benzopyran is then reacted with morpholinoacetic acid and dicyclohexylcarbodiimide according to the method of Example 9 to yield the desired ester.